The task is: describe an organic reaction: reactants, conditions, products, and yield. This data is from the Open Reaction Database (ORD), a public repository of structured organic reaction records. Reactants: O=C([O-])O, CCO, Clc1ncccn1, NCCN1CCC(C(O)(c2ccccc2)c2ccccc2)CC1, [Na+]. Product: OC(c1ccccc1)(c1ccccc1)C1CCN(CCNc2ncccn2)CC1. RXN SMILES: [C:31](=[O:32])([OH:33])[O-:34].[CH3:36][CH2:37][OH:38].[Cl:24][c:25]1[n:26][cH:27][cH:28][cH:29][n:30]1.[NH2:1][CH2:2][CH2:3][N:4]1[CH2:5][CH2:6][CH:7]([C:10]([OH:11])([c:12]2[cH:13][cH:14][cH:15][cH:16][cH:17]2)[c:18]2[cH:19][cH:20][cH:21][cH:22][cH:23]2)[CH2:8][CH2:9]1.[Na+:35]>>[NH:1]([CH2:2][CH2:3][N:4]1[CH2:5][CH2:6][CH:7]([C:10]([OH:11])([c:12]2[cH:13][cH:14][cH:15][cH:16][cH:17]2)[c:18]2[cH:19][cH:20][cH:21][cH:22][cH:23]2)[CH2:8][CH2:9]1)[c:25]1[n:26][cH:27][cH:28][cH:29][n:30]1. The reactants are [H-].[Na+] (sodium hydride), C(C1=CC=CC=C1)O (benzyl alcohol), NC1=NC(=CC(=N1)F)F (2-amino-4,6-difluoropyrimidine). Run at temperature 100 celsius, time 30 minute. The product is NC1=NC(=CC(=N1)F)OCC1=CC=CC=C1 (2-amino-6-benzyloxy-4-fluoropyrimidine). As a reaction SMILES: [H-].[Na+].[NH2:3][C:4]1[N:9]=[C:8]([F:10])[CH:7]=[C:6](F)[N:5]=1.[CH2:12]([OH:19])[C:13]1[CH:18]=[CH:17][CH:16]=[CH:15][CH:14]=1>>[NH2:3][C:4]1[N:9]=[C:8]([F:10])[CH:7]=[C:6]([O:19][CH2:12][C:13]2[CH:18]=[CH:17][CH:16]=[CH:15][CH:14]=2)[N:5]=1 |f:0.1|. Procedure: 1.14 g (0.0382 mol) of 80% sodium hydride were added at 25° C. under nitrogen to 70 ml of benzyl alcohol, and this mixture was stirred at 100° C. for 30 minutes. After it had been cooled to 40° C., 5.0 g (0.0382 mol) of 2-amino-4,6-difluoropyrimidine were added, and the mixture was then stirred at 100° C. for 5 hours. After the reaction was complete, a little precipitate was filtered off, and the filtrate was concentrated under 1 mbar at a bath temperature of 150° C. The viscous residue obtained...